This data is from the Open Reaction Database (ORD), a public repository of structured organic reaction records. The task is: describe an organic reaction: reactants, conditions, products, and yield Starting materials: COC=1C=C(CC2NCCC3=CC(=C(C=C23)OC)OC)C=CC1 (1-(3-Methoxy-benzyl)-6,7-dimethoxy-1,2,3,4-tetrahydro-isoquinoline), BrCC(=O)Br (2-bromoacetyl bromide), C1(CCCC2=CC=CC=C12)N (1,2,3,4-tetrahydro-1-naphthylamine). The product is COC=1C=C(CC2N(CCC3=CC(=C(C=C23)OC)OC)CC(=O)NC2CCCC3=CC=CC=C23)C=CC1 (2-[1-(3-Methoxy-benzyl)-6,7-dimethoxy-3,4-dihydro-1H-isoquinolin-2-yl]-N-(1,2,3,4-tetrahydronaphthalen-1-yl)-acetamide). Reaction SMILES: [CH3:1][O:2][C:3]1[CH:4]=[C:5]([CH:21]=[CH:22][CH:23]=1)[CH2:6][CH:7]1[C:16]2[C:11](=[CH:12][C:13]([O:19][CH3:20])=[C:14]([O:17][CH3:18])[CH:15]=2)[CH2:10][CH2:9][NH:8]1.Br[CH2:25][C:26](Br)=[O:27].[CH:29]1([NH2:39])[C:38]2[C:33](=[CH:34][CH:35]=[CH:36][CH:37]=2)[CH2:32][CH2:31][CH2:30]1>>[CH3:1][O:2][C:3]1[CH:4]=[C:5]([CH:21]=[CH:22][CH:23]=1)[CH2:6][CH:7]1[C:16]2[C:11](=[CH:12][C:13]([O:19][CH3:20])=[C:14]([O:17][CH3:18])[CH:15]=2)[CH2:10][CH2:9][N:8]1[CH2:25][C:26]([NH:39][CH:29]1[C:38]2[C:33](=[CH:34][CH:35]=[CH:36][CH:37]=2)[CH2:32][CH2:31][CH2:30]1)=[O:27]. Procedure: prepared by reaction of 1-(3-Methoxy-benzyl)-6,7-dimethoxy-1,2,3,4-tetrahydro-isoquinoline and 2-bromoacetyl bromide with 1,2,3,4-tetrahydro-1-naphthylamine Starting materials: FC(C(=O)O)(F)F (Trifluoroacetic acid), C(C)(=O)OCC=1CS[C@H]2N(C1C(=O)OC(C)(C)C)C([C@H]2NC(\C(\C=2N=C(SC2)NC(C2=CC=CC=C2)(C2=CC=CC=C2)C2=CC=CC=C2)=N/OC2(CCC2)C(=O)OC(C)(C)C)=O)=O (t-Butyl (6R,7R)-3-Acetoxymethyl-7-[(Z)-2-(1-t-butoxycarbonylcyclobut-1-oxyimino)-2-(2-tritylaminothiazol-4-yl)acetamido]ceph-3-em-4-carboxylate), C1(=CC=CC=C1)OC (anisole), Example 1 ( b ), E1, E1. Solvent: CS(=O)C (DMSO). Yields the product C(C)(=O)OCC=1CS[C@H]2N(C1C(=O)O)C([C@H]2NC(\C(=N/OC2(CCC2)C(=O)O)\C=2N=C(SC2)N)=O)=O ((6R,7R)-3-Acetoxymethyl-7-[(Z)-2-(2-aminothiazol-4-yl)-2-(1-carboxycyclobut-1-oxyimino)acetamido]ceph-3-em-4-carboxylic acid). The yield is 53.0%. RXN SMILES: FC(F)(F)C(O)=O.[C:8]([O:11][CH2:12][C:13]1[CH2:14][S:15][C@@H:16]2[C@H:27]([NH:28][C:29](=[O:69])/[C:30](=[N:56]\[O:57][C:58]3([C:62]([O:64]C(C)(C)C)=[O:63])[CH2:61][CH2:60][CH2:59]3)/[C:31]3[N:32]=[C:33]([NH:36]C(C4C=CC=CC=4)(C4C=CC=CC=4)C4C=CC=CC=4)[S:34][CH:35]=3)[C:26](=[O:70])[N:17]2[C:18]=1[C:19]([O:21]C(C)(C)C)=[O:20])(=[O:10])[CH3:9].C1(OC)C=CC=CC=1>CS(C)=O>[C:8]([O:11][CH2:12][C:13]1[CH2:14][S:15][C@@H:16]2[C@H:27]([NH:28][C:29](=[O:69])/[C:30](/[C:31]3[N:32]=[C:33]([NH2:36])[S:34][CH:35]=3)=[N:56]\[O:57][C:58]3([C:62]([OH:64])=[O:63])[CH2:59][CH2:60][CH2:61]3)[C:26](=[O:70])[N:17]2[C:18]=1[C:19]([OH:21])=[O:20])(=[O:10])[CH3:9]. Procedure details: Trifluoroacetic acid (100 ml) was added to a mixture of the product of Stage (a) (12.5 g) and anisole (5 ml) at 0°. The mixture was treated substantially as described in Example 1 (b) to give the title compound (4 g), λmax (pH 6 buffer) 246 nm (E1 cm1% 264), λinf 295 nm (E1 cm1% 118), [α]D20 +27.3° (c 1.0, DMSO). The reactants are C(C)(C)(C)OC(=O)NC1CCN(CC1)C1=CN=CC(=N1)C1=CN(C2=CC=C(C=C12)NC(CC)=O)C(=O)OC(C)(C)C (tert-butyl 3-(6-(4-(tert-butoxycarbonylamino)piperidin-1-yl)pyrazin-2-yl)-5-propionamido-1H-indole-1-carboxylate), CO.Cl (MeOH—HCl). Run at temperature 60 celsius, time 8 hour. The product is NC1CCN(CC1)C1=CN=CC(=N1)C1=CNC2=CC=C(C=C12)N (3-(6-(4-aminopiperidin-1-yl)pyrazin-2-yl)-1H-indol-5-amine). The yield is 31.2%. As a reaction SMILES: C(OC([NH:8][CH:9]1[CH2:14][CH2:13][N:12]([C:15]2[N:20]=[C:19]([C:21]3[C:29]4[C:24](=[CH:25][CH:26]=[C:27]([NH:30]C(=O)CC)[CH:28]=4)[N:23](C(OC(C)(C)C)=O)[CH:22]=3)[CH:18]=[N:17][CH:16]=2)[CH2:11][CH2:10]1)=O)(C)(C)C.CO.Cl>>[NH2:8][CH:9]1[CH2:10][CH2:11][N:12]([C:15]2[N:20]=[C:19]([C:21]3[C:29]4[C:24](=[CH:25][CH:26]=[C:27]([NH2:30])[CH:28]=4)[NH:23][CH:22]=3)[CH:18]=[N:17][CH:16]=2)[CH2:13][CH2:14]1 |f:1.2|. Reported procedure: A mixture of tert-butyl 3-(6-(4-(tert-butoxycarbonylamino)piperidin-1-yl)pyrazin-2-yl)-5-propionamido-1H-indole-1-carboxylate (150 mg, 0.26 mmol) and 3 N MeOH—HCl (3 mL) was stirred at 60° C. overnight. The reaction mixture was quenched with water and neutralized with K2CO3. The resulting precipitate was filtered, washed with water and dried to obtain the crude product. The crude product was purified by prep HPLC (column: Zorbax Eclipse XDBC Prep C18 5 μm 21.2*150 mm; flow rate: 15.0 mL/min; mob...